Task: describe an organic reaction: reactants, conditions, products, and yield. Dataset: the Open Reaction Database (ORD), a public repository of structured organic reaction records Starting materials: C(=O)=O (carbonic anhydride), C(C(C)C)OC(=O)Cl (isobutylchloroformate), C(C1=CC=CC=C1)N (benzylamine), C(C)(=O)NC(C(=O)O)C1(OC=CC1)C (α-Acetamido-2-methyl-2-furanacetic Acid), CN1CCOCC1 (4-methylmorpholine). Yields the product C(C)(=O)NC(C(=O)NCC1=CC=CC=C1)C1(OC=CC1)C (α-Acetamido-N-benzyl-2-methyl-2-furanacetamide). Isolated yield 42.6%. As a reaction SMILES: C(=O)=O.[C:4]([NH:7][CH:8]([C:12]1([CH3:17])[CH2:16][CH:15]=[CH:14][O:13]1)[C:9]([OH:11])=O)(=[O:6])[CH3:5].CN1CCOCC1.C(OC(Cl)=O)C(C)C.[CH2:33]([NH2:40])[C:34]1[CH:39]=[CH:38][CH:37]=[CH:36][CH:35]=1>>[C:4]([NH:7][CH:8]([C:12]1([CH3:17])[CH2:16][CH:15]=[CH:14][O:13]1)[C:9]([NH:40][CH2:33][C:34]1[CH:39]=[CH:38][CH:37]=[CH:36][CH:35]=1)=[O:11])(=[O:6])[CH3:5]. Procedure: Employing the mixed carbonic anhydride coupling procedure with 18 (2.40 g, 12.2 mmol), 4-methylmorpholine (1.23 g, 12.2 mmol), isobutylchloroformate (1.83 g, 13.4 mmol), and benzylamine (1.43 g, 12.7 mmol) gave 4 (1.50 g, 43%) as a thick oil: Rf 0.29 (2% MeOH/CHCl3); 1H NMR (CDCl3) δ 1.94 (s, CH3), 1.98 (s, C(O)CH3), 4.40 (d, J=5.6 Hz, CH2), 6.20 (br s, NH), 6.34-6.37 (m, C3H, C4H), 7.05-7.36 (m, NH, C5H, 5 PhH); 13C NMR (CDCl3) 22.31 (C(O)CH3), 23.81 (CH3), 43.77 (CH2), 58.50 (C(CH3)), 107.94 (... Reactants: O[C@@]1(C[C@H](CCC1)C)CNC(=O)C=1C=2C=CC(=NC2C=CC1Cl)Cl (2,6-dichloro-quinoline-5-carboxylic acid ((1S,3S)-1-hydroxy-3methyl-cyclohexylmethyl)-amide), CCN(C(C)C)C(C)C (DIPEA), Cl.Cl.N1(CCCC1)C1CNCC1 (3-pyrrolidinyl-pyrrolidine dihydrochloride). Product: O[C@@]1(C[C@H](CCC1)C)CNC(=O)C=1C=2C=CC(=NC2C=CC1Cl)N1CC(CC1)N1CCCC1 (6-Chloro-2-(3-pyrrolidinyl-pyrrolidin-1-yl)-quinoline-5-carboxylic acid ((1S,3S)-1-hydroxy-3-methyl-cyclohexylmethyl)-amide). RXN SMILES: [OH:1][C@@:2]1([CH2:9][NH:10][C:11]([C:13]2[C:14]3[CH:15]=[CH:16][C:17](Cl)=[N:18][C:19]=3[CH:20]=[CH:21][C:22]=2[Cl:23])=[O:12])[CH2:7][CH2:6][CH2:5][C@H:4]([CH3:8])[CH2:3]1.CCN(C(C)C)C(C)C.Cl.Cl.[N:36]1([CH:41]2[CH2:45][CH2:44][NH:43][CH2:42]2)[CH2:40][CH2:39][CH2:38][CH2:37]1>>[OH:1][C@@:2]1([CH2:9][NH:10][C:11]([C:13]2[C:14]3[CH:15]=[CH:16][C:17]([N:43]4[CH2:44][CH2:45][CH:41]([N:36]5[CH2:40][CH2:39][CH2:38][CH2:37]5)[CH2:42]4)=[N:18][C:19]=3[CH:20]=[CH:21][C:22]=2[Cl:23])=[O:12])[CH2:7][CH2:6][CH2:5][C@H:4]([CH3:8])[CH2:3]1 |f:2.3.4|. Reported procedure: The title compound was synthesized according to the procedure described in example 1 using 2,6-dichloro-quinoline-5-carboxylic acid ((1S,3S)-1-hydroxy-3methyl-cyclohexylmethyl)-amide, DIPEA and 3-pyrrolidinyl-pyrrolidine dihydrochloride. 1H NMR (400 MHz, DMSO-d6) δ ppm 8.75 (1H), 7.85 (m, 1H), 7.58 (2H), 7.05 (1H), 4.16 (s, 1H), 4.00 (t, 2H), 3.80 (t, 1H), 3.55 (m, 1H), 3.26 (m, 2H), 2.44 (m, 2H), 2.06 (m, 2H), 1.85 (m, 2H), 1.74-1.76 (m, 5H), 1.27 (t, 1H), 1.07 (t, 1H), 0.83 (d, 3H). m/z: 472 [... Reactants: ClCCl, CS(=O)(=O)Cl, OCc1cc(-c2ccco2)on1. Yields the product CS(=O)(=O)OCc1cc(-c2ccco2)on1. RXN SMILES: [CH2:18]([Cl:19])[Cl:20].[CH3:13][S:14]([Cl:15])(=[O:16])=[O:17].[o:1]1[c:2](-[c:6]2[cH:7][c:8]([CH2:11][OH:12])[n:9][o:10]2)[cH:3][cH:4][cH:5]1>>[o:1]1[c:2](-[c:6]2[cH:7][c:8]([CH2:11][O:12][S:14]([CH3:13])(=[O:16])=[O:17])[n:9][o:10]2)[cH:3][cH:4][cH:5]1. The reactants are COC1=C(C=C(C=C1)OC)C(/C=C/C(=C/C(=O)OCC)/C1=CC=CC=C1)=O (ethyl (2Z, 4E)-6-(2,5-dimethoxyphenyl)-6-oxo-3-phenylhexa-2,4-dienoate), C(C)O (ethanol), C([O-])(O)=O.[Na+] (sodium bicarbonate). Run in O (water). The product is COC1=C(C=C(C=C1)OC)C(/C=C/C(=C/C(=O)O)/C1=CC=CC=C1)=O ((2Z, 4E)-6-(2,5-dimethoxyphenyl)-6-oxo-3-phenylhexa-2,4-dienoic acid). Reaction SMILES: [CH3:1][O:2][C:3]1[CH:8]=[CH:7][C:6]([O:9][CH3:10])=[CH:5][C:4]=1[C:11](=[O:27])/[CH:12]=[CH:13]/[C:14](/[C:21]1[CH:26]=[CH:25][CH:24]=[CH:23][CH:22]=1)=[CH:15]/[C:16]([O:18]CC)=[O:17].C(O)C.C(=O)(O)[O-].[Na+]>O>[CH3:1][O:2][C:3]1[CH:8]=[CH:7][C:6]([O:9][CH3:10])=[CH:5][C:4]=1[C:11](=[O:27])/[CH:12]=[CH:13]/[C:14](/[C:21]1[CH:22]=[CH:23][CH:24]=[CH:25][CH:26]=1)=[CH:15]/[C:16]([OH:18])=[O:17] |f:2.3|. Procedure: 0.45 g (1.22 mmol) of ethyl (2Z, 4E)-6-(2,5-dimethoxyphenyl)-6-oxo-3-phenylhexa-2,4-dienoate, 20 ml of ethanol, 0.206 g (2.44 mmol) of sodium bicarbonate and 20 ml of water are mixed together and refluxed for three hours. After evaporating off the solvents, the residue is poured into water, acidified with normal hydrochloric acid solution and extracted with dichloromethane. The organic phase is dried (Na2SO4), the solvent is evaporated off and the pasty product obtained is purified by flash chro... Starting materials: C(C)OC(=O)C=1C=C2CC(C(NC2=CC1)C1=CC(=CC(=C1)F)Br)(C)C (2-(3-bromo-5-fluoro-phenyl)-3,3-dimethyl-1,2,3,4-tetrahydro-quinoline-6-carboxylic acid ethyl ester), N1CCCC1 (pyrrolidine), [OH-].[K+] (potassium hydroxide), C(C)(=O)OCC (ethyl acetate). The reagents and catalysts are [Cu]I (copper (I) iodide). The solvent is CS(=O)C (DMSO). Reaction conditions: temperature 120 celsius. Yields the product C(C)OC(=O)C=1C=C2CC(C(NC2=CC1)C1=CC(=CC(=C1)N1CCCC1)F)(C)C (2-(3-fluoro-5-pyrrolidin-1-yl-phenyl)-3,3-dimethyl-1,2,3,4-tetrahydro-quinoline-6-carboxylic acid ethyl ester). Yield: 45.4%. RXN SMILES: [CH2:1]([O:3][C:4]([C:6]1[CH:7]=[C:8]2[C:13](=[CH:14][CH:15]=1)[NH:12][CH:11]([C:16]1[CH:21]=[C:20]([F:22])[CH:19]=[C:18](Br)[CH:17]=1)[C:10]([CH3:25])([CH3:24])[CH2:9]2)=[O:5])[CH3:2].[NH:26]1[CH2:30][CH2:29][CH2:28][CH2:27]1.[OH-].[K+].C(OCC)(=O)C>CS(C)=O.[Cu]I>[CH2:1]([O:3][C:4]([C:6]1[CH:7]=[C:8]2[C:13](=[CH:14][CH:15]=1)[NH:12][CH:11]([C:16]1[CH:17]=[C:18]([N:26]3[CH2:30][CH2:29][CH2:28][CH2:27]3)[CH:19]=[C:20]([F:22])[CH:21]=1)[C:10]([CH3:25])([CH3:24])[CH2:9]2)=[O:5])[CH3:2] |f:2.3|. Reported procedure: A mixture of 2-(3-bromo-5-fluoro-phenyl)-3,3-dimethyl-1,2,3,4-tetrahydro-quinoline-6-carboxylic acid ethyl ester (0.41 g, 1.0 mmol), pyrrolidine (0.21 g, 3.0 mmol), copper (I) iodide (0.11 g, 0.6 mmol) and potassium hydroxide (33.6 mg, 0.6 mmol) in DMSO (2 mL) was heated for 3 hours at 120° C. After cooling to room temperature, the mixture was treated with ethyl acetate (50 mL) and washed with water (20 mL). The organic layer was dried over anhydrous sodium sulfate and concentrated in vacuo. Pur... The reactants are COC(C1=CN=C(C=C1)OCC=1C(=NOC1C)C1CCCCC1)=O (6-(3-cyclohexyl-5-methyl-isoxazol-4-ylmethoxy)-nicotinic acid methyl ester), C1(CC1)N (cyclopropylamine). Yields the product C1(CCCCC1)C1=NOC(=C1COC1=NC=C(C(=O)NC2CC2)C=C1)C (6-((3-Cyclohexyl-5-methyl-isoxazol-4-yl)methoxy)-N-cyclopropyl-nicotinamide). The yield is 41.0%. RXN SMILES: CO[C:3](=[O:24])[C:4]1[CH:9]=[CH:8][C:7]([O:10][CH2:11][C:12]2[C:13]([CH:18]3[CH2:23][CH2:22][CH2:21][CH2:20][CH2:19]3)=[N:14][O:15][C:16]=2[CH3:17])=[N:6][CH:5]=1.[CH:25]1([NH2:28])[CH2:27][CH2:26]1>>[CH:18]1([C:13]2[C:12]([CH2:11][O:10][C:7]3[CH:8]=[CH:9][C:4]([C:3]([NH:28][CH:25]4[CH2:27][CH2:26]4)=[O:24])=[CH:5][N:6]=3)=[C:16]([CH3:17])[O:15][N:14]=2)[CH2:19][CH2:20][CH2:21][CH2:22][CH2:23]1. Reported procedure: As described for example 31e, 6-(3-cyclohexyl-5-methyl-isoxazol-4-ylmethoxy)-nicotinic acid methyl ester (708 mg, 1.5 mmol) was converted, using cyclopropylamine instead of isopropylamine, to the title compound (219 mg, 41%) which was obtained as a white solid after purification by chromatography (silica, 0 to 60% ethyl acetate in heptane). MS: m/e=356.3 [M+H]+. Reactants: N(=[N+]=[N-])CC1=C(N=CN1C(C1=CC=CC=C1)(C1=CC=CC=C1)C1=CC=CC=C1)C (5-azidomethyl-4-methyl-1-tritylimidazole), C1(=CC=CC=C1)P(C1=CC=CC=C1)C1=CC=CC=C1 (triphenylphosphine), O (water). Run in C1CCOC1 (THF). Reaction conditions: time 24 hour. The product is C(C1=CC=CC=C1)(C1=CC=CC=C1)(C1=CC=CC=C1)N1C=NC(=C1CN)C (1-Trityl-4-methyl-5-imidazolemethylamine). As a reaction SMILES: [N:1]([CH2:4][C:5]1[N:9]([C:10]([C:23]2[CH:28]=[CH:27][CH:26]=[CH:25][CH:24]=2)([C:17]2[CH:22]=[CH:21][CH:20]=[CH:19][CH:18]=2)[C:11]2[CH:16]=[CH:15][CH:14]=[CH:13][CH:12]=2)[CH:8]=[N:7][C:6]=1[CH3:29])=[N+]=[N-].C1(P(C2C=CC=CC=2)C2C=CC=CC=2)C=CC=CC=1.O>C1COCC1>[C:10]([N:9]1[C:5]([CH2:4][NH2:1])=[C:6]([CH3:29])[N:7]=[CH:8]1)([C:23]1[CH:24]=[CH:25][CH:26]=[CH:27][CH:28]=1)([C:17]1[CH:18]=[CH:19][CH:20]=[CH:21][CH:22]=1)[C:11]1[CH:16]=[CH:15][CH:14]=[CH:13][CH:12]=1. Procedure: To a solution of 5-azidomethyl-4-methyl-1-tritylimidazole (3.0 g, 7.9 mmol) in THF (70 ml) was added triphenylphosphine (5.18 g, 19.8 mmol). The resulting solution was refluxed for 1.5 h then water (5 ml) was added. Refluxing was continued for an additional 24 hours. After cooling to room temperature, the solvents were removed in vacuo and the crude reaction mixture was purified by chromatography on silica gel (19:1 chloroform/10% NH4OH in methanol) to give of the title compound. 1H NMR (CDCl3) ... Reactants: ClC1=CC=C(CN)C=C1 (4-chlorobenzylamine), ClC(=O)OC(Cl)(Cl)Cl (trichloromethyl chloroformate), C(C)(C)(C)OC(=O)N1[C@H](C(=O)N2[C@@H](CCC2)C(COC2=CC=CC=C2)O)CCC1 ((2S)-1-[N-(tert-butoxycarbonyl)-L-prolyl]-2-(1-hydroxy-2-phenoxyethyl)pyrrolidine). Product: ClC1=CC=C(CNC(=O)N2[C@H](C(=O)N3[C@@H](CCC3)C(COC3=CC=CC=C3)O)CCC2)C=C1 ((2S)-1-[N-(4-Chlorobenzylaminocarbonyl)-L-prolyl]-2-(1-hydroxy-2-phenoxyethyl)pyrrolidine). Yield: 48.4%. RXN SMILES: [Cl:1][C:2]1[CH:9]=[CH:8][C:5]([CH2:6][NH2:7])=[CH:4][CH:3]=1.ClC(OC(Cl)(Cl)Cl)=O.C([O:22][C:23]([N:25]1[CH2:46][CH2:45][CH2:44][C@H:26]1[C:27]([N:29]1[CH2:33][CH2:32][CH2:31][C@H:30]1[CH:34]([OH:43])[CH2:35][O:36][C:37]1[CH:42]=[CH:41][CH:40]=[CH:39][CH:38]=1)=[O:28])=O)(C)(C)C>>[Cl:1][C:2]1[CH:9]=[CH:8][C:5]([CH2:6][NH:7][C:23]([N:25]2[CH2:46][CH2:45][CH2:44][C@H:26]2[C:27]([N:29]2[CH2:33][CH2:32][CH2:31][C@H:30]2[CH:34]([OH:43])[CH2:35][O:36][C:37]2[CH:38]=[CH:39][CH:40]=[CH:41][CH:42]=2)=[O:28])=[O:22])=[CH:4][CH:3]=1. Reported procedure: By the same procedure as in Example 28-B), while using 4-chlorobenzylamine (0.71 g), trichloromethyl chloroformate (0.3 ml) and (2S)-1-[N-(tert-butoxycarbonyl)-L-prolyl]-2-(1-hydroxy-2-phenoxyethyl)pyrrolidine (2.00 g), there was obtained 1.13 g of the title compound. Starting materials: C(=O)(N1C=NC=C1)N1C=NC=C1 (carbonyldiimidazole), CN1CCNCC1 (N-methylpiperazine), N1=CC=C(C=C1)CC(=O)O ((4-pyridinyl)acetic acid). The solvent is O1CCCC1 (THF), O1CCCC1 (THF), O1CCCC1 (tetrahydrofuran). Conditions: time 8 hour. The product is O=C(CC1=CC=NC=C1)N1CCN(CC1)C (4-[2-oxo-2-(4-methyl-1-piperazinyl)ethyl]pyridine). Yield: 28.0%. Reaction SMILES: [N:1]1[CH:6]=[CH:5][C:4]([CH2:7][C:8]([OH:10])=O)=[CH:3][CH:2]=1.C(N1C=CN=C1)(N1C=CN=C1)=O.[CH3:23][N:24]1[CH2:29][CH2:28][NH:27][CH2:26][CH2:25]1>O1CCCC1>[O:10]=[C:8]([N:27]1[CH2:28][CH2:29][N:24]([CH3:23])[CH2:25][CH2:26]1)[CH2:7][C:4]1[CH:3]=[CH:2][N:1]=[CH:6][CH:5]=1. Procedure details: A solution is prepared of 3 g (17.3 mM) of (4-pyridinyl)acetic acid in 50 ml of tetrahydrofuran (THF) and, at ambient temperature, a solution of 3.4 g (20.7 mM) of carbonyldiimidazole in solution in 50 ml of THF, is added dropwise. The reaction mixture is agitated for 8 hours, and a solution of 1.73 g (17.3 mM) of N-methylpiperazine in 20 ml of THF is then added. The reaction mixture is heated under reflux of the solvent for 2 hours, and then concentrated under reduced pressure. The residue from...